Dataset: the Open Reaction Database (ORD), a public repository of structured organic reaction records. Task: describe an organic reaction: reactants, conditions, products, and yield The reactants are C(CC(O)(C(=O)O)CC(=O)O)(=O)O (citric acid), C(O)([O-])=O.[Na+] (sodium hydrogencarbonate), C(C1=CC=CC=C1)SC(CNC(=O)C=1NC2=C(C=C(C=C2C1)OCCCS(=O)(=O)C)N(S(=O)(=O)C1=NC=CC=C1)C)C=O (N-[2-(benzylthio)-3-oxopropyl]-7-[methyl(pyridin-2-ylsulfonyl)amino]-5-[3-(methylsulfonyl)propoxy]-1H-indole-2-carboxamide), N1CCOCC1 (morpholine), C(C)(=O)O[BH-](OC(C)=O)OC(C)=O.[Na+] (Sodium triacetoxyborohydride). Solvent: O1CCCC1 (tetrahydrofuran). The product is C(C1=CC=CC=C1)SC(CNC(=O)C=1NC2=C(C=C(C=C2C1)OCCCS(=O)(=O)C)N(S(=O)(=O)C1=NC=CC=C1)C)CN1CCOCC1 (N-[2-(benzylthio)-3-morpholinopropyl]-7-[methyl(pyridin-2-ylsulfonyl)amino]-5-[3-(methylsulfonyl)propoxy]-1H-indole-2-carboxamide). Isolated yield 89.0%. Reaction SMILES: [CH2:1]([S:8][CH:9]([CH:42]=O)[CH2:10][NH:11][C:12]([C:14]1[NH:15][C:16]2[C:21]([CH:22]=1)=[CH:20][C:19]([O:23][CH2:24][CH2:25][CH2:26][S:27]([CH3:30])(=[O:29])=[O:28])=[CH:18][C:17]=2[N:31]([CH3:41])[S:32]([C:35]1[CH:40]=[CH:39][CH:38]=[CH:37][N:36]=1)(=[O:34])=[O:33])=[O:13])[C:2]1[CH:7]=[CH:6][CH:5]=[CH:4][CH:3]=1.[NH:44]1[CH2:49][CH2:48][O:47][CH2:46][CH2:45]1.C(O[BH-](OC(=O)C)OC(=O)C)(=O)C.[Na+].C(O)(=O)CC(CC(O)=O)(C(O)=O)O.C(=O)([O-])O.[Na+]>O1CCCC1>[CH2:1]([S:8][CH:9]([CH2:42][N:44]1[CH2:49][CH2:48][O:47][CH2:46][CH2:45]1)[CH2:10][NH:11][C:12]([C:14]1[NH:15][C:16]2[C:21]([CH:22]=1)=[CH:20][C:19]([O:23][CH2:24][CH2:25][CH2:26][S:27]([CH3:30])(=[O:29])=[O:28])=[CH:18][C:17]=2[N:31]([CH3:41])[S:32]([C:35]1[CH:40]=[CH:39][CH:38]=[CH:37][N:36]=1)(=[O:34])=[O:33])=[O:13])[C:2]1[CH:3]=[CH:4][CH:5]=[CH:6][CH:7]=1 |f:2.3,5.6|. Procedure details: A solution of N-[2-(benzylthio)-3-oxopropyl]-7-[methyl(pyridin-2-ylsulfonyl)amino]-5-[3-(methylsulfonyl)propoxy]-1H-indole-2-carboxamide (0.90 g) and morpholine (0.15 mL) in tetrahydrofuran (20 mL) was stirred at room temperature for 30 min, and ice-cooled. Sodium triacetoxyborohydride (0.39 g) was added to this solution, and the mixture was stirred from under ice-cooling to room temperature for 16 hr. The reaction solution was acidified with aqueous citric acid solution, basified with aqueous s...